From a dataset of the Open Reaction Database (ORD), a public repository of structured organic reaction records. describe an organic reaction: reactants, conditions, products, and yield Starting materials: CC(C)(C)n1nc(CCC=O)cc1-c1ccc(F)cc1, CCN(C(C)C)C(C)C, Clc1ccc(N2CCNCC2)cc1. The product is CC(C)(C)n1nc(CCCN2CCN(c3ccc(Cl)cc3)CC2)cc1-c1ccc(F)cc1. RXN SMILES: [C:1]([CH3:2])([CH3:3])([CH3:4])[n:5]1[n:6][c:7]([CH2:17][CH2:18][CH:19]=[O:20])[cH:8][c:9]1-[c:10]1[cH:11][cH:12][c:13]([F:16])[cH:14][cH:15]1.[CH:34]([N:35]([CH2:36][CH3:37])[CH:38]([CH3:39])[CH3:40])([CH3:41])[CH3:42].[Cl:21][c:22]1[cH:23][cH:24][c:25]([N:28]2[CH2:29][CH2:30][NH:31][CH2:32][CH2:33]2)[cH:26][cH:27]1>>[C:1]([CH3:2])([CH3:3])([CH3:4])[n:5]1[n:6][c:7]([CH2:17][CH2:18][CH2:19][N:31]2[CH2:30][CH2:29][N:28]([c:25]3[cH:24][cH:23][c:22]([Cl:21])[cH:27][cH:26]3)[CH2:33][CH2:32]2)[cH:8][c:9]1-[c:10]1[cH:11][cH:12][c:13]([F:16])[cH:14][cH:15]1. Starting materials: CC#N, Cc1cccc2cc(C=O)c(Cl)nc12, OB(O)c1ccccc1C(F)(F)F, [Na+], [Na+], O=C([O-])[O-], O, c1ccc(P(c2ccccc2)(c2ccccc2)[Pd](P(c2ccccc2)(c2ccccc2)c2ccccc2)(P(c2ccccc2)(c2ccccc2)c2ccccc2)P(c2ccccc2)(c2ccccc2)c2ccccc2)cc1. Yields the product Cc1cccc2cc(C=O)c(-c3ccccc3C(F)(F)F)nc12. Reaction SMILES: [CH3:34][C:35]#[N:36].[Cl:1][c:2]1[n:3][c:4]2[c:5]([CH3:14])[cH:6][cH:7][cH:8][c:9]2[cH:10][c:11]1[CH:12]=[O:13].[F:15][C:16]([c:17]1[c:18]([B:23]([OH:24])[OH:25])[cH:19][cH:20][cH:21][cH:22]1)([F:26])[F:27].[Na+:28].[Na+:29].[O-:30][C:31](=[O:32])[O-:33].[OH2:37].[cH:38]1[cH:39][cH:40][c:41]([P:42]([Pd:43]([P:44]([c:45]2[cH:46][cH:47][cH:48][cH:49][cH:50]2)([c:51]2[cH:52][cH:53][cH:54][cH:55][cH:56]2)[c:57]2[cH:58][cH:59][cH:60][cH:61][cH:62]2)([P:63]([c:64]2[cH:65][cH:66][cH:67][cH:68][cH:69]2)([c:70]2[cH:71][cH:72][cH:73][cH:74][cH:75]2)[c:76]2[cH:77][cH:78][cH:79][cH:80][cH:81]2)[P:82]([c:83]2[cH:84][cH:85][cH:86][cH:87][cH:88]2)([c:89]2[cH:90][cH:91][cH:92][cH:93][cH:94]2)[c:95]2[cH:96][cH:97][cH:98][cH:99][cH:100]2)([c:101]2[cH:102][cH:103][cH:104][cH:105][cH:106]2)[c:107]2[cH:108][cH:109][cH:110][cH:111][cH:112]2)[cH:113][cH:114]1>>[c:2]1(-[c:18]2[c:17]([C:16]([F:15])([F:26])[F:27])[cH:22][cH:21][cH:20][cH:19]2)[n:3][c:4]2[c:5]([CH3:14])[cH:6][cH:7][cH:8][c:9]2[cH:10][c:11]1[CH:12]=[O:13].